Dataset: the Open Reaction Database (ORD), a public repository of structured organic reaction records. Task: describe an organic reaction: reactants, conditions, products, and yield Reactants: NCCC1=NC=CC=C1 (2-(2-aminoethyl)pyridine), CC(C)(C)C=1C=C(C=C(C1)C(C)(C)C)S[C@H]1[C@@H](CCCC1)SCC(=O)N(CCC1=NC=CC=C1)C (trans-2-[[2-[[3,5-bis(1,1-dimethylethyl)phenyl]thio]cyclohexyl]thio]-N-methyl-N-(2-pyridinylethyl)acetamide). Yields the product CC(C)(C)C=1C=C(C=C(C1)C(C)(C)C)S[C@H]1[C@@H](CCCC1)SCC(=O)NCCC1=NC=CC=C1 (trans-2-[[2-[[3,5-bis(1,1-dimethylethyl)phenyl]thio]cyclohexyl]thio]-N-(2-pyridinylethyl)acetamide). RXN SMILES: NCCC1C=CC=CN=1.[CH3:10][C:11]([C:14]1[CH:15]=[C:16]([S:24][C@@H:25]2[CH2:30][CH2:29][CH2:28][CH2:27][C@H:26]2[S:31][CH2:32][C:33]([N:35](C)[CH2:36][CH2:37][C:38]2[CH:43]=[CH:42][CH:41]=[CH:40][N:39]=2)=[O:34])[CH:17]=[C:18]([C:20]([CH3:23])([CH3:22])[CH3:21])[CH:19]=1)([CH3:13])[CH3:12]>>[CH3:13][C:11]([C:14]1[CH:15]=[C:16]([S:24][C@@H:25]2[CH2:30][CH2:29][CH2:28][CH2:27][C@H:26]2[S:31][CH2:32][C:33]([NH:35][CH2:36][CH2:37][C:38]2[CH:43]=[CH:42][CH:41]=[CH:40][N:39]=2)=[O:34])[CH:17]=[C:18]([C:20]([CH3:21])([CH3:22])[CH3:23])[CH:19]=1)([CH3:10])[CH3:12]. Reported procedure: Substituting 2-(2-aminoethyl)pyridine for the 2-(2-methylaminoethyl)pyridine of Example 16, and following the procedure described therein, gives trans-2-[[2-[[3,5-bis(1,1-dimethylethyl)phenyl]thio]cyclohexyl]thio]-N-(2-pyridinylethyl)acetamide. The reactants are BrC=1SC2=C(N1)C=CC(=C2)Cl (2-bromo-6-chlorobenzothiazole), NC1=C(C=C(C=C1)CC(=O)OC)Cl (methyl 4-amino-3-chlorophenylacetate), [NH+]1=CC=CC=C1.CC=1C=CC(=CC1)S(=O)(=O)O (pyridinium•p-toluenesulfonate). Solvent: C=1(C(=CC=CC1)C)C (xylene). The product is ClC1=CC2=C(N=C(S2)NC2=C(C=C(C=C2)CC(=O)OC)Cl)C=C1 (methyl (4-(6-chloro-2-benzothiazolyl)amino-3-chlorophenyl)acetate). The yield is 24.1%. RXN SMILES: Br[C:2]1[S:3][C:4]2[CH:10]=[C:9]([Cl:11])[CH:8]=[CH:7][C:5]=2[N:6]=1.[NH2:12][C:13]1[CH:18]=[CH:17][C:16]([CH2:19][C:20]([O:22][CH3:23])=[O:21])=[CH:15][C:14]=1[Cl:24].[NH+]1C=CC=CC=1.CC1C=CC(S(O)(=O)=O)=CC=1>C1(C)C(C)=CC=CC=1>[Cl:11][C:9]1[CH:8]=[CH:7][C:5]2[N:6]=[C:2]([NH:12][C:13]3[CH:18]=[CH:17][C:16]([CH2:19][C:20]([O:22][CH3:23])=[O:21])=[CH:15][C:14]=3[Cl:24])[S:3][C:4]=2[CH:10]=1 |f:2.3|. Reported procedure: In xylene (10 ml), 2-bromo-6-chlorobenzothiazole (760 mg, 3.06 mmol), methyl 4-amino-3-chlorophenylacetate (610 mg, 3.06 mmol), and pyridinium•p-toluenesulfonate (PPTS) (230 mg, 0.92 mmol) were heated under reflux for 1 hour. After cooling, the reaction mixture was distilled under reduced pressure to remove the solvent. The residue was purified by chromatography on a silica gel column, whereby from n-hexane/ethyl acetate (6:1, v/v) eluate fractions, methyl (4-(6-chloro-2-benzothiazolyl)amino-3-c... Reactants: O=C1OCC(Cc2ccccc2)N1C(=O)C(CC1CCC2(C1)OC(c1ccccc1)C(c1ccccc1)O2)c1ccc(S(=O)(=O)C2CC2)c(C2CC2)c1, CC(C)=O, Cl. The product is O=C1CCC(CC(C(=O)N2C(=O)OCC2Cc2ccccc2)c2ccc(S(=O)(=O)C3CC3)c(C3CC3)c2)C1. As a reaction SMILES: [CH2:1]([c:2]1[cH:3][cH:4][cH:5][cH:6][cH:7]1)[CH:8]1[N:9]([C:14]([CH:15]([CH2:16][CH:17]2[CH2:18][C:19]3([O:20][CH:29]([c:30]4[cH:31][cH:32][cH:33][cH:34][cH:35]4)[CH:22]([c:23]4[cH:24][cH:25][cH:26][cH:27][cH:28]4)[O:21]3)[CH2:36][CH2:37]2)[c:38]2[cH:39][c:40]([CH:50]3[CH2:51][CH2:52]3)[c:41]([S:44](=[O:45])(=[O:46])[CH:47]3[CH2:48][CH2:49]3)[cH:42][cH:43]2)=[O:53])[C:10](=[O:13])[O:11][CH2:12]1.[CH3:55][C:56](=[O:57])[CH3:58].[ClH:54]>>[CH2:1]([c:2]1[cH:3][cH:4][cH:5][cH:6][cH:7]1)[CH:8]1[N:9]([C:14]([CH:15]([CH2:16][CH:17]2[CH2:18][C:19](=[O:20])[CH2:36][CH2:37]2)[c:38]2[cH:39][c:40]([CH:50]3[CH2:51][CH2:52]3)[c:41]([S:44](=[O:45])(=[O:46])[CH:47]3[CH2:48][CH2:49]3)[cH:42][cH:43]2)=[O:53])[C:10](=[O:13])[O:11][CH2:12]1. The reactants are CC1=C(C=2C(=NC=CC2)N1C(C)C(C)=O)C(=O)OC(C)(C)C (tert-butyl 2-methyl-1-(3-oxobutan-2-yl)-1H pyrrolo[2,3-b]pyridine-3-carboxylate), C[Mg+].[Br-] (CH3MgBr), O (Water). Solvent: C1CCOC1 (THF). Run at temperature -78 celsius, time 3 hour. Product: OC(C(C)N1C(=C(C=2C1=NC=CC2)C(=O)OC(C)(C)C)C)(C)C (tert-butyl 1-(3-hydroxy-3-methylbutan-2yl)-2-methyl-1H-pyrrolo[2,3-b]pyridine-3-carboxylate). Yield: 47.1%. Reaction SMILES: [CH3:1][C:2]1[N:10]([CH:11]([C:13](=[O:15])[CH3:14])[CH3:12])[C:5]2=[N:6][CH:7]=[CH:8][CH:9]=[C:4]2[C:3]=1[C:16]([O:18][C:19]([CH3:22])([CH3:21])[CH3:20])=[O:17].[CH3:23][Mg+].[Br-].O>C1COCC1>[OH:15][C:13]([CH3:23])([CH3:14])[CH:11]([N:10]1[C:5]2=[N:6][CH:7]=[CH:8][CH:9]=[C:4]2[C:3]([C:16]([O:18][C:19]([CH3:21])([CH3:20])[CH3:22])=[O:17])=[C:2]1[CH3:1])[CH3:12] |f:1.2|. Procedure: To a solution of tert-butyl 2-methyl-1-(3-oxobutan-2-yl)-1H pyrrolo[2,3-b]pyridine-3-carboxylate (0.6 g, 2 mmol) in THF (10 mL) were added CH3MgBr (2 mL, 6 mmol) at −78° C. The mixture was stirred at −78° C. for 3 hr. Water (4 mL) was added and the mixture was extracted by ethyl acetate (30 mL*3). The organic layer was washed with brine and dried over sodium sulfate. The crude product was concentrated and purified by pre-TLC (eluted: petroleum ether/ethyl acetate=4/1) to give tert-butyl 1-(3-hyd... Reactants: FC1=CC(=C(C=C1)C(CC(C=O)(C(F)(F)F)O)(C)C)OC (4-(4-fluoro-2-methoxyphenyl)-2-hydroxy-4-methyl-2-(trifluoromethyl)-pentanal), NC1=C2C=NC(=NC2=CC(=C1)F)C (5-amino-7-fluoro-2-methylquinazoline), O (water). Reagents/catalysts: [Ti] (titanium). Run in C1(=CC=CC=C1)C (toluene). Conditions: temperature 100 celsius. Yields the product FC1=CC(=C(C=C1)C(CC(C=NC1=C2C=NC(=NC2=CC(=C1)F)C)(O)C(F)(F)F)(C)C)OC (4-(4-fluoro-2-methoxyphenyl)-1-(7-fluoro-2-methylquinazolin-5-ylimino)-4-methyl-2-(trifluoromethyl)-pentan-2-ol). Isolated yield 98.1%. RXN SMILES: [F:1][C:2]1[CH:7]=[CH:6][C:5]([C:8]([CH3:19])([CH3:18])[CH2:9][C:10]([OH:17])([C:13]([F:16])([F:15])[F:14])[CH:11]=O)=[C:4]([O:20][CH3:21])[CH:3]=1.[NH2:22][C:23]1[CH:32]=[C:31]([F:33])[CH:30]=[C:29]2[C:24]=1[CH:25]=[N:26][C:27]([CH3:34])=[N:28]2.O>C1(C)C=CC=CC=1.[Ti]>[F:1][C:2]1[CH:7]=[CH:6][C:5]([C:8]([CH3:19])([CH3:18])[CH2:9][C:10]([C:13]([F:15])([F:14])[F:16])([OH:17])[CH:11]=[N:22][C:23]2[CH:32]=[C:31]([F:33])[CH:30]=[C:29]3[C:24]=2[CH:25]=[N:26][C:27]([CH3:34])=[N:28]3)=[C:4]([O:20][CH3:21])[CH:3]=1. Procedure: 0.25 ml of titanium tetraethylate is added to 150 mg (0.48 mmol) of 4-(4-fluoro-2-methoxyphenyl)-2-hydroxy-4-methyl-2-(trifluoromethyl)-pentanal and 85 mg (0.48 mmol) of 5-amino-7-fluoro-2-methylquinazoline in 8 ml of toluene, and the mixture is heated to 100° C. over 2 hours. After cooling, it is poured into water, and vigorous stirring is continued. The suspension is filtered through Celite, and it is rewashed thoroughly with ethyl acetate. The phases of the filtrate are separated, and it is e... Starting materials: CNCc1ccccc1, CCOCC, Clc1cnc2[nH]c(-c3ccc(OCCN4CCOCC4)cc3)nc2c1Cl. The product is CN(Cc1ccccc1)c1c(Cl)cnc2nc(-c3ccc(OCCN4CCOCC4)cc3)[nH]c12. As a reaction SMILES: [CH3:27][NH:28][CH2:29][c:30]1[cH:31][cH:32][cH:33][cH:34][cH:35]1.[CH3:36][CH2:37][O:38][CH2:39][CH3:40].[Cl:1][c:2]1[c:3]([Cl:26])[c:4]2[c:5]([n:6][cH:7]1)[nH:8][c:9](-[c:11]1[cH:12][cH:13][c:14]([O:17][CH2:18][CH2:19][N:20]3[CH2:21][CH2:22][O:23][CH2:24][CH2:25]3)[cH:15][cH:16]1)[n:10]2>>[Cl:1][c:2]1[c:3]([N:28]([CH3:27])[CH2:29][c:30]2[cH:31][cH:32][cH:33][cH:34][cH:35]2)[c:4]2[c:5]([n:6][cH:7]1)[n:8][c:9](-[c:11]1[cH:12][cH:13][c:14]([O:17][CH2:18][CH2:19][N:20]3[CH2:21][CH2:22][O:23][CH2:24][CH2:25]3)[cH:15][cH:16]1)[nH:10]2. The reactants are Nc1c(O)c(Br)cc(Br)c1C(=O)O, [BH3-]C#N, CO, CC(=O)O, [Na+], [Na+], [Na+], O=S(=O)([O-])[O-], O=Cc1cccs1. The product is CN(c1cccs1)c1c(O)c(Br)cc(Br)c1C(=O)O. RXN SMILES: [Br:8][c:9]1[c:10]([OH:20])[c:11]([NH2:19])[c:12]([C:13](=[O:14])[OH:15])[c:16]([Br:18])[cH:17]1.[C:28]([BH3-:29])#[N:30].[CH3:32][OH:33].[CH3:34][C:35](=[O:36])[OH:37].[Na+:21].[Na+:22].[Na+:31].[O-:23][S:24]([O-:25])(=[O:26])=[O:27].[s:1]1[c:2]([CH:6]=[O:7])[cH:3][cH:4][cH:5]1>>[s:1]1[c:2]([N:19]([c:11]2[c:10]([OH:20])[c:9]([Br:8])[cH:17][c:16]([Br:18])[c:12]2[C:13](=[O:14])[OH:15])[CH3:28])[cH:3][cH:4][cH:5]1.